The task is: describe an organic reaction: reactants, conditions, products, and yield. This data is from the Open Reaction Database (ORD), a public repository of structured organic reaction records. Reactants: OC1=CC=C(C=C1)C(C(=O)OC(C)(C)C)C1CCCC1 (tert-butyl 2-(4-hydroxyphenyl)-2-cyclopentyl-acetate), ClC=1C=C(CBr)C=CC1 (3-chlorobenzyl bromide), CN(C)C=O (DMF), O (water). Product: ClC=1C(=C(C=CC1)C1CC(CC1)CC(=O)OC(C)(C)C)OCC1=CC=CC=C1 (tert-Butyl 2-[4-(3-chlorobenzyloxyphenyl)-2-cyclopentyl]-acetate). RXN SMILES: OC1C=CC([CH:8]([CH:16]2[CH2:20]C[CH2:18][CH2:17]2)[C:9]([O:11][C:12]([CH3:15])([CH3:14])[CH3:13])=[O:10])=CC=1.[Cl:21][C:22]1[CH:23]=[C:24]([CH:27]=[CH:28][CH:29]=1)[CH2:25]Br.O.CN([CH:34]=[O:35])C>>[Cl:21][C:22]1[C:23]([O:35][CH2:34][C:22]2[CH:23]=[CH:24][CH:27]=[CH:28][CH:29]=2)=[C:24]([CH:25]2[CH2:18][CH2:17][CH:16]([CH2:8][C:9]([O:11][C:12]([CH3:15])([CH3:13])[CH3:14])=[O:10])[CH2:20]2)[CH:27]=[CH:28][CH:29]=1. Procedure: 1 g of tert-butyl 2-(4-hydroxyphenyl)-2-cyclopentyl-acetate (U.S. Pat. No. 834,734) and 1.2 ml of 3-chlorobenzyl bromide are dissolved in 10 ml of DMF and heated at 60°-70° C. for 14 h with 0.9 g of K2 CO3. After cooling, the mixture is treated with water and extracted by shaking with ether and the ether extract is dried. 1.3 g of the title compound are obtained as an oil. Rf =0.48 (cyclohexane / ethyl acetate 9:1) Starting materials: CC(C)(C)OC(=O)NCc1ccc(Br)cc1Cl, CC(C)(C)CC=O, CCOCC, [Li]CCCC. Product: CC(C)(C)CC(O)c1ccc(CNC(=O)OC(C)(C)C)c(Cl)c1. RXN SMILES: [Br:6][c:7]1[cH:8][c:9]([Cl:22])[c:10]([CH2:11][NH:12][C:13](=[O:14])[O:15][C:16]([CH3:17])([CH3:18])[CH3:19])[cH:20][cH:21]1.[CH3:23][C:24]([CH2:25][CH:26]=[O:27])([CH3:28])[CH3:29].[CH3:30][CH2:31][O:32][CH2:33][CH3:34].[Li:1][CH2:2][CH2:3][CH2:4][CH3:5]>>[c:7]1([CH:26]([CH2:25][C:24]([CH3:23])([CH3:28])[CH3:29])[OH:27])[cH:8][c:9]([Cl:22])[c:10]([CH2:11][NH:12][C:13](=[O:14])[O:15][C:16]([CH3:17])([CH3:18])[CH3:19])[cH:20][cH:21]1.